From a dataset of the Open Reaction Database (ORD), a public repository of structured organic reaction records. describe an organic reaction: reactants, conditions, products, and yield The reactants are C(C)OCC1=CC(=C(C(=C1)OC)C=1N2C(SC1)=C(C(=N2)OC)N(C2COCCC2)CCC)OC (3-[4-(ethoxymethyl)-2,6-dimethoxyphenyl]-6-methoxy-N-propyl-N-(tetrahydro-2H-pyran-3-yl)pyrazolo[5,1-b][1,3]thiazole-7-amine), S(O)(O)(=O)=O (sulfuric acid). The solvent is C(C)O (ethanol). Reaction conditions: time 2 hour. Product: S(=O)(=O)(O)O.C(C)OCC1=CC(=C(C(=C1)OC)C=1N2C(SC1)=C(C(=N2)OC)N(C2COCCC2)CCC)OC (3-[4-(Ethoxymethyl)-2,6-dimethoxyphenyl]-6-methoxy-N-propyl-N-(tetrahydro-2H-pyran-3-yl)pyrazolo[5,1-b][1,3]thiazole-7-amine sulfate). Reaction SMILES: [CH2:1]([O:3][CH2:4][C:5]1[CH:10]=[C:9]([O:11][CH3:12])[C:8]([C:13]2[N:14]3[N:20]=[C:19]([O:21][CH3:22])[C:18]([N:23]([CH2:30][CH2:31][CH3:32])[CH:24]4[CH2:29][CH2:28][CH2:27][O:26][CH2:25]4)=[C:15]3[S:16][CH:17]=2)=[C:7]([O:33][CH3:34])[CH:6]=1)[CH3:2].[S:35](=[O:39])(=[O:38])([OH:37])[OH:36]>C(O)C>[S:35]([OH:39])([OH:38])(=[O:37])=[O:36].[CH2:1]([O:3][CH2:4][C:5]1[CH:10]=[C:9]([O:11][CH3:12])[C:8]([C:13]2[N:14]3[N:20]=[C:19]([O:21][CH3:22])[C:18]([N:23]([CH2:30][CH2:31][CH3:32])[CH:24]4[CH2:29][CH2:28][CH2:27][O:26][CH2:25]4)=[C:15]3[S:16][CH:17]=2)=[C:7]([O:33][CH3:34])[CH:6]=1)[CH3:2] |f:3.4|. Reported procedure: To a mixture of 3-[4-(ethoxymethyl)-2,6-dimethoxyphenyl]-6-methoxy-N-propyl-N-(tetrahydro-2H-pyran-3-yl)pyrazolo[5,1-b][1,3]thiazole-7-amine (8.1 mg) and ethanol (2 mL) was added concentrated sulfuric acid (0.88 μL). The mixture was stirred at room temperature for 2 hours and the solvent was removed by blowing nitrogen stream and dried to obtain the title compound (9.8 mg). Starting materials: Cl.N1C=NC2=C1C=CC=C2C(=O)O (1H-benzoimidazole-4-carboxylic acid hydrochloride), Cl.CNOC (N,O-dimethylhydroxylamine hydrochloride), C(C)N(C(C)C)C(C)C (ethyldiisopropylamine). The solvent is CN(C)C=O (DMF). Reaction conditions: time 8 hour. The product is CON(C(=O)C1=CC=CC=2NC=NC21)C (1H-benzoimidazole-4-carboxylic acid methoxy-methyl-amide). Yield: 45.6%. As a reaction SMILES: Cl.[NH:2]1[C:6]2[CH:7]=[CH:8][CH:9]=[C:10]([C:11]([OH:13])=O)[C:5]=2[N:4]=[CH:3]1.Cl.[CH3:15][NH:16][O:17][CH3:18].C(N(C(C)C)C(C)C)C>CN(C=O)C>[CH3:18][O:17][N:16]([CH3:15])[C:11]([C:10]1[C:5]2[N:4]=[CH:3][NH:2][C:6]=2[CH:7]=[CH:8][CH:9]=1)=[O:13] |f:0.1,2.3|. Reported procedure: To a stirred solution of 1H-benzoimidazole-4-carboxylic acid hydrochloride (2.0 g, 10.1 mmol), N,O-dimethylhydroxylamine hydrochloride (1.47 g, 15.1 mmol) and ethyldiisopropylamine (7.02 mL, 40.3 mmol) in DMF (10 mL) at room temperature was added O-benzotriazole-N,N,N′,N′-tetramethyl-uronium-hexafluoro-phosphate (3.90 g, 10.3 mmol) in a single portion. The mixture was stirred at room temperature overnight then concentrated in vacuo. Purification by SiO2 chromatography followed by trituration wit... The reactants are FC1=C(C(=O)O)C=CC(=C1)NCCCCCCCCCCCCCCCC (2-fluoro-4-(hexadecylamino)benzoic acid), C(=O)(OCC1=CC=CC=C1)Cl (carbobenzyloxy chloride), C(Cl)(Cl)Cl (chloroform), C([O-])([O-])=O.[Na+].[Na+] (sodium carbonate). Solvent: O (water). Reaction conditions: temperature 40 celsius, time 2 hour. The product is C(=O)(OCC1=CC=CC=C1)N(C1=CC(=C(C(=O)Cl)C=C1)F)CCCCCCCCCCCCCCCC (N-carbobenzyloxy-2-fluoro-4-(hexadecylamino)benzoyl chloride). As a reaction SMILES: [F:1][C:2]1[CH:10]=[C:9]([NH:11][CH2:12][CH2:13][CH2:14][CH2:15][CH2:16][CH2:17][CH2:18][CH2:19][CH2:20][CH2:21][CH2:22][CH2:23][CH2:24][CH2:25][CH2:26][CH3:27])[CH:8]=[CH:7][C:3]=1[C:4]([OH:6])=O.C(Cl)(Cl)[Cl:29].C(=O)([O-])[O-].[Na+].[Na+].[C:38](Cl)([O:40][CH2:41][C:42]1[CH:47]=[CH:46][CH:45]=[CH:44][CH:43]=1)=[O:39]>O>[C:38]([N:11]([CH2:12][CH2:13][CH2:14][CH2:15][CH2:16][CH2:17][CH2:18][CH2:19][CH2:20][CH2:21][CH2:22][CH2:23][CH2:24][CH2:25][CH2:26][CH3:27])[C:9]1[CH:8]=[CH:7][C:3]([C:4]([Cl:29])=[O:6])=[C:2]([F:1])[CH:10]=1)([O:40][CH2:41][C:42]1[CH:43]=[CH:44][CH:45]=[CH:46][CH:47]=1)=[O:39] |f:2.3.4|. Reported procedure: To 15 g. 2-fluoro-4-(hexadecylamino)benzoic acid in 200 ml. warm chloroform is added a solution of 15 g. of sodium carbonate in 150 ml. water. To the vigorously stirred solution is added 10 g. carbobenzyloxy chloride. After 2 hours stirring at 40° C., the layers are separated, washed three times with 1 N hydrochloric acid, dried, and evaporated to an oil. The oil is dissolved in 300 ml. toluene, treated with 15 ml. thionyl chloride and the solution is refluxed for 5 hours. The solvents are evapo... The reactants are CC(C)O, Sc1ccc(Cl)cc1, [Cu]I, COc1cccc(I)c1, [K+], [K+], O=C([O-])[O-], OCCO. Product: COc1cccc(Sc2ccc(Cl)cc2)c1. RXN SMILES: [CH3:30][CH:31]([OH:32])[CH3:33].[Cl:10][c:11]1[cH:12][cH:13][c:14]([SH:17])[cH:15][cH:16]1.[Cu:28][I:29].[I:1][c:2]1[cH:3][c:4]([O:8][CH3:9])[cH:5][cH:6][cH:7]1.[K+:18].[K+:19].[O-:20][C:21]([O-:22])=[O:23].[OH:24][CH2:25][CH2:26][OH:27]>>[c:2]1([S:17][c:14]2[cH:13][cH:12][c:11]([Cl:10])[cH:16][cH:15]2)[cH:3][c:4]([O:8][CH3:9])[cH:5][cH:6][cH:7]1. Starting materials: Br.BrC1=CC=2N(C=C1)CC(N2)(O)C(F)(F)F (7-bromo-2-trifluoromethyl-2,3-dihydroimidazo[1,2-a]pyridin-2-ol hydrobromide). The solvent is C(C)O (ethanol). Product: BrC1=CC=2N(C=C1)C=C(N2)C(F)(F)F (7-bromo-2-trifluoromethylimidazo[1,2-a]pyridine). Yield: 100.4%. As a reaction SMILES: Br.[Br:2][C:3]1[CH:8]=[CH:7][N:6]2[CH2:9][C:10]([C:13]([F:16])([F:15])[F:14])(O)[N:11]=[C:5]2[CH:4]=1>C(O)C>[Br:2][C:3]1[CH:8]=[CH:7][N:6]2[CH:9]=[C:10]([C:13]([F:15])([F:16])[F:14])[N:11]=[C:5]2[CH:4]=1 |f:0.1|. Procedure: A mixture of 1.82 g of 7-bromo-2-trifluoromethyl-2,3-dihydroimidazo[1,2-a]pyridin-2-ol hydrobromide and 10 ml of ethanol was stirred under heat-reflux for 1 day. The cooled reaction mixture was concentrated under reduced pressure, then water was added, and the mixture was extracted with ethyl acetate. The mixture was dried over anhydrous sodium sulfate and concentrated under reduced pressure to obtain 1.33 g of 7-bromo-2-trifluoromethylimidazo[1,2-a]pyridine. The reactants are CC(=O)O (AcOH), N1CCCCC1 (Piperidine), COC=1C=C(C=O)C=CC1OCC1=CC2=CC=CC=C2C=C1 (3-methoxy-4-(naphth-2-ylmethoxy)benzaldehyde), C(=O)(O)CC(=O)NC1=C(C(=O)O)C=CC=C1 (2-[(carboxyacetyl)amino]benzoic acid). The solvent is C1(=CC=CC=C1)C (toluene). Yields the product COC=1C=C(C=CC1OCC1=CC2=CC=CC=C2C=C1)/C=C/C(=O)NC1=C(C(=O)O)C=CC=C1 ((E)-2-[[3-(3-Methoxy-4-(naphth-2-ylmethoxy)phenyl)-1-oxo-2-propenyl]amino]benzoic acid). As a reaction SMILES: N1CCCCC1.[CH3:7][O:8][C:9]1[CH:10]=[C:11]([CH:14]=[CH:15][C:16]=1[O:17][CH2:18][C:19]1[CH:28]=[CH:27][C:26]2[C:21](=[CH:22][CH:23]=[CH:24][CH:25]=2)[CH:20]=1)C=O.[C:29]([CH2:32][C:33]([NH:35][C:36]1[CH:44]=[CH:43][CH:42]=[CH:41][C:37]=1[C:38]([OH:40])=[O:39])=[O:34])(O)=O.CC(O)=O>C1(C)C=CC=CC=1>[CH3:7][O:8][C:9]1[CH:10]=[C:11](/[CH:29]=[CH:32]/[C:33]([NH:35][C:36]2[CH:44]=[CH:43][CH:42]=[CH:41][C:37]=2[C:38]([OH:40])=[O:39])=[O:34])[CH:14]=[CH:15][C:16]=1[O:17][CH2:18][C:19]1[CH:28]=[CH:27][C:26]2[C:21](=[CH:22][CH:23]=[CH:24][CH:25]=2)[CH:20]=1. Reported procedure: Piperidine (0.27 mL, 2.7 mmol) was added to a suspension of 3-methoxy-4-(naphth-2-ylmethoxy)benzaldehyde (0.80 g, 2.7 mmol) and 2-[(carboxyacetyl)amino]benzoic acid (0.55 g, 2.5 mmol) in toluene (5 mL) and treated according to Procedure 2, acidifying with 20% AcOH. The crude product was recrystallised from EtOH providing (E)-2-[[3-(3-methoxy-4-(naphth-2-ylmethoxy)phenyl)-1-oxo-2-propenyl]amino]benzoic (0.74 g, 66%) as a yellow crystalline solid; mp 197-200° C.; δH (400 MHz, DMSO-d6) 3.86 (s, 3H,... Reactants: CCCC[SnH](CCCC)CCCC, CC(C)(C#N)N=NC(C)(C)C#N, [C-]#[N+]C1(C(C)(C)O)C(=O)N(C(C(=O)OC)=C(C)C)C1CC=C, c1ccccc1. Yields the product C=CCC1C(C(C)(C)O)C(=O)N1C(C(=O)OC)=C(C)C. RXN SMILES: [CH2:1]([SnH:2]([CH2:3][CH2:4][CH2:5][CH3:6])[CH2:7][CH2:8][CH2:9][CH3:10])[CH2:11][CH2:12][CH3:13].[N:36]#[C:37][C:38]([N:39]=[N:40][C:41]([C:42]#[N:43])([CH3:44])[CH3:45])([CH3:46])[CH3:47].[OH:14][C:15]([CH3:16])([CH3:17])[C:18]1([N+:34]#[C-:35])[C:19](=[O:33])[N:20]([C:25]([C:26](=[O:27])[O:28][CH3:29])=[C:30]([CH3:31])[CH3:32])[CH:21]1[CH2:22][CH:23]=[CH2:24].[cH:48]1[cH:49][cH:50][cH:51][cH:52][cH:53]1>>[OH:14][C:15]([CH3:16])([CH3:17])[CH:18]1[C:19](=[O:33])[N:20]([C:25]([C:26](=[O:27])[O:28][CH3:29])=[C:30]([CH3:31])[CH3:32])[CH:21]1[CH2:22][CH:23]=[CH2:24]. Reactants: C[Al](C)C, Cc1ccccc1, CCOC(C)=O, CCCS(=O)(=O)CCCN(c1ccc(F)c(C(=O)OC)c1F)[SH](=O)=O, Nc1cnc2c(c1)cc(I)n2S(=O)(=O)c1ccccc1. The product is CCCS(=O)(=O)CCCN(c1ccc(F)c(C(=O)Nc2cnc3c(c2)cc(I)n3S(=O)(=O)c2ccccc2)c1F)[SH](=O)=O. RXN SMILES: [CH3:1][Al:2]([CH3:3])[CH3:4].[CH3:50][c:51]1[cH:52][cH:53][cH:54][cH:55][cH:56]1.[CH3:57][CH2:58][O:59][C:60](=[O:61])[CH3:62].[F:25][c:26]1[c:27]([C:28](=[O:29])[O:30][CH3:31])[c:32]([F:49])[cH:33][cH:34][c:35]1[N:36]([SH:37](=[O:38])=[O:39])[CH2:40][CH2:41][CH2:42][S:43](=[O:44])(=[O:45])[CH2:46][CH2:47][CH3:48].[I:5][c:6]1[cH:7][c:8]2[c:9]([n:10][cH:11][c:12]([NH2:14])[cH:13]2)[n:15]1[S:16](=[O:17])(=[O:18])[c:19]1[cH:20][cH:21][cH:22][cH:23][cH:24]1>>[I:5][c:6]1[cH:7][c:8]2[c:9]([n:10][cH:11][c:12]([NH:14][C:28]([c:27]3[c:26]([F:25])[c:35]([N:36]([SH:37](=[O:38])=[O:39])[CH2:40][CH2:41][CH2:42][S:43](=[O:44])(=[O:45])[CH2:46][CH2:47][CH3:48])[cH:34][cH:33][c:32]3[F:49])=[O:29])[cH:13]2)[n:15]1[S:16](=[O:17])(=[O:18])[c:19]1[cH:20][cH:21][cH:22][cH:23][cH:24]1. Starting materials: FC(C(=O)O)(F)F (Trifluoroacetic acid), COC(C1=CC(=C(C=C1)CC(=O)OC(C)(C)C)C)=O (4-tert-butoxycarbonylmethyl-3-methyl-benzoic acid methyl ester). Solvent: ClCCl (dichloromethane). Reaction conditions: time 90 minute. The product is COC(C1=CC(=C(C=C1)CC(=O)O)C)=O (4-Carboxymethyl-3-methyl-benzoic Acid Methyl Ester). Yield: 81.0%. RXN SMILES: FC(F)(F)C(O)=O.[CH3:8][O:9][C:10](=[O:26])[C:11]1[CH:16]=[CH:15][C:14]([CH2:17][C:18]([O:20]C(C)(C)C)=[O:19])=[C:13]([CH3:25])[CH:12]=1>ClCCl>[CH3:8][O:9][C:10](=[O:26])[C:11]1[CH:16]=[CH:15][C:14]([CH2:17][C:18]([OH:20])=[O:19])=[C:13]([CH3:25])[CH:12]=1. Procedure: Trifluoroacetic acid (15 ml) was added to a solution of 4-tert-butoxycarbonylmethyl-3-methyl-benzoic acid methyl ester from Example E32.1 (2.84 g, 10.7 mmol) in dichloromethane (15 ml). The mixture was stirred for 90 min at room temperature, concentrated in vacuo and azeotroped with toluene. The residue was recrystallised from EtOAc and hexane to yield the title compound (1.81 g, 81%).